This data is from the Open Reaction Database (ORD), a public repository of structured organic reaction records. The task is: describe an organic reaction: reactants, conditions, products, and yield The reactants are C(C(O)C)(=O)OCC (ethyl lactate), C1CCC(CC1)N=C=NC2CCCCC2 (DCC), C(CCCC)(=O)O (pentanoic acid), C(CCCCCC)OC1=CC=C(C=C1)C1=C(C(=C(C=C1)OC(CO)C)F)F (2-(4'-heptyloxy-2,3-difluorobiphenyl-4-oxy)propan-1-ol), [Li+].[BH4-] (LiBH4). Reagents/catalysts: CN(C)C=1C=CN=CC1 (DMAP). Solvent: C(Cl)Cl (methylene chloride), C(Cl)Cl (methylene chloride). Reaction conditions: time 12 hour. Product: C(CCCCCC)OC1=CC=C(C=C1)C1=C(C(=C(C=C1)OC(COC(CCCC)=O)C)F)F (4'-heptyloxy-2,3-difluoro-4-(1-valeroyloxy-2-propyloxy)biphenyl). Reaction SMILES: C1CCC(N=C=NC2CCCCC2)CC1.[C:16]([OH:22])(=[O:21])[CH2:17][CH2:18][CH2:19][CH3:20].[CH2:23]([O:30][C:31]1[CH:36]=[CH:35][C:34]([C:37]2[CH:42]=[CH:41][C:40]([O:43][CH:44]([CH3:47])[CH2:45]O)=[C:39]([F:48])[C:38]=2[F:49])=[CH:33][CH:32]=1)[CH2:24][CH2:25][CH2:26][CH2:27][CH2:28][CH3:29].C(OCC)(=O)C(C)O.[Li+].[BH4-]>C(Cl)Cl.CN(C1C=CN=CC=1)C>[CH2:23]([O:30][C:31]1[CH:36]=[CH:35][C:34]([C:37]2[CH:42]=[CH:41][C:40]([O:43][CH:44]([CH3:45])[CH2:47][O:21][C:16](=[O:22])[CH2:17][CH2:18][CH2:19][CH3:20])=[C:39]([F:48])[C:38]=2[F:49])=[CH:33][CH:32]=1)[CH2:24][CH2:25][CH2:26][CH2:27][CH2:28][CH3:29] |f:4.5|. Procedure: At 0° C., 0.1 mol of DCC, dissolved in methylene chloride, is added with exclusion of moisture to a mixture of 0.1 mol of pentanoic acid, 0.1 mol of optically active 2-(4'-heptyloxy-2,3-difluorobiphenyl-4-oxy)propan-1-ol (prepared by reduction of the corresponding ethyl lactate using LiBH4) and a catalytic amount of DMAP in 250 ml of methylene chloride. The mixture is subsequently stirred at room temperature for 12 hours, the precipitate is filtered off with suction, and the filtrate is worked u...